From a dataset of the Open Reaction Database (ORD), a public repository of structured organic reaction records. describe an organic reaction: reactants, conditions, products, and yield Starting materials: C1COCCN1, COC(=O)c1cnc(CCl)n1C, Cl. The product is COC(=O)c1cnc(CN2CCOCC2)n1C. RXN SMILES: [CH2:14]1[CH2:15][O:16][CH2:17][CH2:18][NH:19]1.[CH3:2][O:3][C:4](=[O:5])[c:6]1[n:7]([CH3:13])[c:8]([CH2:11][Cl:12])[n:9][cH:10]1.[ClH:1]>>[CH3:2][O:3][C:4](=[O:5])[c:6]1[n:7]([CH3:13])[c:8]([CH2:11][N:19]2[CH2:14][CH2:15][O:16][CH2:17][CH2:18]2)[n:9][cH:10]1. Run in C(Cl)(Cl)Cl (chloroform). Yields the product ClC1=NC=C(C2=CC=CC=C12)CC=1C=NC(=CC1)O (1-chloro-4-[(6-hydroxy-pyridin-3-yl)methyl]-isoquinoline). Conditions: temperature 60 celsius, time 8 hour. Starting materials: ClC1=NC=C(C2=CC=CC=C12)CC=1C=NC(=CC1)OC (1-chloro-4-[(6-methoxy-pyridin-3-yl)methyl]-isoquinoline), [Si](C)(C)(C)I (Me3SiI), CCOC(=O)C (EtOAc), C(=O)(O)[O-].[Na+] (NaHCO3). Reported procedure: Under exclusion of moisture, to 500 mg (1.76 mmol) of 1-chloro-4-[(6-methoxy-pyridin-3-yl)methyl]-isoquinoline (step 28.6) in 9 ml of chloroform, 488 μl (3.58 mmol) of Me3SiI are added. Then the mixture is stirred for 8 h at 60° C. Dilution of the mixture with EtOAc and NaHCO3-solution, stirring and filtration of the suspension yields 1-chloro-4-[(6-hydroxy-pyridin-3-yl)methyl]-isoquinoline, contaminated with 1-iodo-4-[(6-hydroxy-pyridin-3-yl)methyl]-isoquinoline; FAB-MS: (M+H)+=271chloride/363i... As a reaction SMILES: [Cl:1][C:2]1[C:11]2[C:6](=[CH:7][CH:8]=[CH:9][CH:10]=2)[C:5]([CH2:12][C:13]2[CH:14]=[N:15][C:16]([O:19]C)=[CH:17][CH:18]=2)=[CH:4][N:3]=1.[Si](I)(C)(C)C.CCOC(C)=O.C([O-])(O)=O.[Na+]>C(Cl)(Cl)Cl>[Cl:1][C:2]1[C:11]2[C:6](=[CH:7][CH:8]=[CH:9][CH:10]=2)[C:5]([CH2:12][C:13]2[CH:14]=[N:15][C:16]([OH:19])=[CH:17][CH:18]=2)=[CH:4][N:3]=1 |f:3.4|. Starting materials: [BH4-], CCOC(=O)[NH+]1CC2=C(CN(C)C=C2)C1, CO, [I-], [K+], [K+], [Na+], O=C([O-])[O-], O. The product is CCOC(=O)N1CC2=C(CN(C)CC2)C1. Reaction SMILES: [BH4-:17].[CH2:2]([CH3:3])[O:4][C:5](=[O:6])[NH+:7]1[CH2:8][C:9]2=[C:14]([CH:13]=[CH:12][N:11]([CH3:16])[CH2:10]2)[CH2:15]1.[CH3:26][OH:27].[I-:1].[K+:20].[K+:21].[Na+:18].[O-:22][C:23]([O-:24])=[O:25].[OH2:19]>>[CH2:2]([CH3:3])[O:4][C:5](=[O:6])[N:7]1[CH2:8][C:9]2=[C:14]([CH2:13][CH2:12][N:11]([CH3:16])[CH2:10]2)[CH2:15]1.